Dataset: the Open Reaction Database (ORD), a public repository of structured organic reaction records. Task: describe an organic reaction: reactants, conditions, products, and yield The reactants are NC1CC2=CC=C(C=C2C1)CC(=O)OC (Methyl (-)-(2-aminoindan-5-yl)acetate), C(C1=CC=CC=C1)(=O)[C@]([C@](C(=O)O)(O)C(C1=CC=CC=C1)=O)(O)C(=O)O ((-)-dibenzoyl-L-tartaric acid), C([O-])([O-])=O.[K+].[K+] (potassium carbonate), ClC1=CC=C(C=C1)S(=O)(=O)Cl (4-chlorophenylsulfonyl chloride). Solvent: C(C)(=O)OCC (ethyl acetate), O (water). Reaction conditions: time 1 hour. Yields the product ClC1=CC=C(C=C1)S(=O)(=O)NC1CC2=CC=C(C=C2C1)CC(=O)OC (methyl (-)-[2-[(4-chlorophenyl)sulfonylamino]indan-5-yl]acetate). RXN SMILES: [NH2:1][CH:2]1[CH2:10][C:9]2[C:4](=[CH:5][CH:6]=[C:7]([CH2:11][C:12]([O:14][CH3:15])=[O:13])[CH:8]=2)[CH2:3]1.C([C@@](C(O)=O)(O)[C@@](C(=O)C1C=CC=CC=1)(O)C(O)=O)(=O)C1C=CC=CC=1.C(=O)([O-])[O-].[K+].[K+].[Cl:48][C:49]1[CH:54]=[CH:53][C:52]([S:55](Cl)(=[O:57])=[O:56])=[CH:51][CH:50]=1>C(OCC)(=O)C.O>[Cl:48][C:49]1[CH:54]=[CH:53][C:52]([S:55]([NH:1][CH:2]2[CH2:10][C:9]3[C:4](=[CH:5][CH:6]=[C:7]([CH2:11][C:12]([O:14][CH3:15])=[O:13])[CH:8]=3)[CH2:3]2)(=[O:57])=[O:56])=[CH:51][CH:50]=1 |f:2.3.4|. Procedure details: Methyl (-)-(2-aminoindan-5-yl)acetate.(-)-dibenzoyl-L-tartaric acid salt (3.94 g) is added to a mixture of potassium carbonate (4.83 g), water (50 ml) and ethyl acetate (70 ml), and 4-chlorophenylsulfonyl chloride (1.49 g) is added thereto. The mixture is stirred at room temperature for one hour. The ethyl acetate layer is separated from the reaction mixture, washed with an aqueous sodium hydrogen carbonate solution, dried, and distilled under reduced pressure to remove the solvent. The residue ... Starting materials: FC1=C(C(=CC=C1)F)C=1SCC(N1)C1=CC=C(C=C1)Br (2-(2,6-Difluorophenyl)-4-(4-bromophenyl)thiazoline), FC(COC1=NC=C(C=C1)[Sn](C)(C)C)(F)F (2-trifluoroethoxy-5-trimethylstannylpyridine), [Cl-].[Li+] (lithium chloride). The reagents and catalysts are C=1C=CC(=CC1)[P](C=2C=CC=CC2)(C=3C=CC=CC3)[Pd]([P](C=4C=CC=CC4)(C=5C=CC=CC5)C=6C=CC=CC6)([P](C=7C=CC=CC7)(C=8C=CC=CC8)C=9C=CC=CC9)[P](C=1C=CC=CC1)(C=1C=CC=CC1)C=1C=CC=CC1 (Pd(PPh3)4). The solvent is O1CCOCC1 (dioxane). Product: FC1=C(C(=CC=C1)F)C=1SCC(N1)C1=CC=C(C=C1)C=1C=CC(=NC1)OCC(F)(F)F (2-(2,6-difluorophenyl)-4-[4-(2-trifluoroethoxypyridin-5-yl)phenyl]thiazoline). As a reaction SMILES: [F:1][C:2]1[CH:7]=[CH:6][CH:5]=[C:4]([F:8])[C:3]=1[C:9]1[S:10][CH2:11][CH:12]([C:14]2[CH:19]=[CH:18][C:17](Br)=[CH:16][CH:15]=2)[N:13]=1.[F:21][C:22]([F:36])([F:35])[CH2:23][O:24][C:25]1[CH:30]=[CH:29][C:28]([Sn](C)(C)C)=[CH:27][N:26]=1.[Cl-].[Li+]>O1CCOCC1.C1C=CC([P]([Pd]([P](C2C=CC=CC=2)(C2C=CC=CC=2)C2C=CC=CC=2)([P](C2C=CC=CC=2)(C2C=CC=CC=2)C2C=CC=CC=2)[P](C2C=CC=CC=2)(C2C=CC=CC=2)C2C=CC=CC=2)(C2C=CC=CC=2)C2C=CC=CC=2)=CC=1>[F:1][C:2]1[CH:7]=[CH:6][CH:5]=[C:4]([F:8])[C:3]=1[C:9]1[S:10][CH2:11][CH:12]([C:14]2[CH:19]=[CH:18][C:17]([C:28]3[CH:29]=[CH:30][C:25]([O:24][CH2:23][C:22]([F:36])([F:21])[F:35])=[N:26][CH:27]=3)=[CH:16][CH:15]=2)[N:13]=1 |f:2.3,^1:48,50,69,88|. Procedure details: 2-(2,6-Difluorophenyl)-4-(4-bromophenyl)thiazoline (0.90 g, 2.5 mmol, obtained from precursor VP3 and Lawesson's Reagent in toluene) was mixed with 2-trifluoroethoxy-5-trimethylstannylpyridine (1.21 g, 3.6 mmol), Pd(PPh3)4 (0.15 g) and lithium chloride (0.16 g) in dioxane (10 ml) and the mixture was refluxed for 8 hours. After extraction and chromatography, 2-(2,6-difluorophenyl)-4-[4-(2-trifluoroethoxypyridin-5-yl)phenyl]thiazoline was obtained, 0.46 g, beige solid; MS: M+ 450. Starting materials: N1N=CC(=C1)B1OC(C)(C)C(C)(C)O1 (4-pyrazole boronic acid pinacol ester), C([O-])([O-])=O.[Cs+].[Cs+] (cesium carbonate), BrCCOC1OCCCC1 (2-(2-Bromoethoxyl)tetrahydro-2H-pyran). Run in CN(C)C=O (DMF). Reaction conditions: time 10 minute. The product is O1C(CCCC1)OCCN1N=CC(=C1)B1OC(C(O1)(C)C)(C)C (1-[2-(Tetrahydro-pyran-2-yloxy)-ethyl]-4-(4,4,5,5-tetramethyl-[1,3,2]dioxaborolan-2-yl)-1H-pyrazole). Yield: 64.8%. Reaction SMILES: [NH:1]1[CH:5]=[C:4]([B:6]2[O:14][C:11]([CH3:13])([CH3:12])[C:8]([CH3:10])([CH3:9])[O:7]2)[CH:3]=[N:2]1.C(=O)([O-])[O-].[Cs+].[Cs+].Br[CH2:22][CH2:23][O:24][CH:25]1[CH2:30][CH2:29][CH2:28][CH2:27][O:26]1>CN(C=O)C>[O:26]1[CH2:27][CH2:28][CH2:29][CH2:30][CH:25]1[O:24][CH2:23][CH2:22][N:2]1[CH:3]=[C:4]([B:6]2[O:7][C:8]([CH3:9])([CH3:10])[C:11]([CH3:13])([CH3:12])[O:14]2)[CH:5]=[N:1]1 |f:1.2.3|. Reported procedure: To a solution of 4-pyrazole boronic acid pinacol ester (2.0 g, 10.3 mmol) in anhydrous DMF (20 mL) was added cesium carbonate (4.03 g, 12.4 mmol) and the mixture stirred at RT for 10 minutes. 2-(2-Bromoethoxyl)tetrahydro-2H-pyran (1.87 mL, 12.4 mmol) was added in two portions and the mixture was heated to 70° C. After heating for 18 hours the mixture was allowed to cool to RT and partitioned between water (100 mL) and EtOAc (100 mL). The aqueous layer was washed with EtOAc (3×20 mL) and the comb...